This data is from the Open Reaction Database (ORD), a public repository of structured organic reaction records. The task is: describe an organic reaction: reactants, conditions, products, and yield Reactants: CCOC(=O)CNc1c(C)cc(C(O)(C(F)(F)F)C(F)(F)F)cc1C, [Na+], [OH-]. RXN SMILES: [CH3:1][c:2]1[c:3]([NH:19][CH2:20][C:21](=[O:22])[O:23][CH2:24][CH3:25])[c:4]([CH3:18])[cH:5][c:6]([C:8]([C:9]([F:10])([F:11])[F:12])([C:13]([F:14])([F:15])[F:16])[OH:17])[cH:7]1.[Na+:27].[OH-:26]>>[CH3:1][c:2]1[c:3]([NH:19][CH2:20][C:21](=[O:22])[OH:23])[c:4]([CH3:18])[cH:5][c:6]([C:8]([C:9]([F:10])([F:11])[F:12])([C:13]([F:14])([F:15])[F:16])[OH:17])[cH:7]1. Yields the product Cc1cc(C(O)(C(F)(F)F)C(F)(F)F)cc(C)c1NCC(=O)O. The reactants are Cl (Hydrochloric acid), CCOCC (ether), N(=[N+]=[N-])CC(=O)C1=CC=C(OCC(=O)OC)C=C1 (Methyl 4-(azidoacetyl)phenoxyacetate), C1(=CC=CC=C1)P(C1=CC=CC=C1)C1=CC=CC=C1 (triphenylphosphine), azido. The solvent is O1CCCC1 (tetrahydrofuran). Run at temperature 40 celsius, time 15 minute. Yields the product Cl.NCC(=O)C1=CC=C(OCC(=O)OC)C=C1 (methyl 4-(aminoacetyl)phenoxyacetate hydrochloride). As a reaction SMILES: [N:1]([CH2:4][C:5]([C:7]1[CH:18]=[CH:17][C:10]([O:11][CH2:12][C:13]([O:15][CH3:16])=[O:14])=[CH:9][CH:8]=1)=[O:6])=[N+]=[N-].C1(P(C2C=CC=CC=2)C2C=CC=CC=2)C=CC=CC=1.[ClH:38].CCOCC>O1CCCC1>[ClH:38].[NH2:1][CH2:4][C:5]([C:7]1[CH:8]=[CH:9][C:10]([O:11][CH2:12][C:13]([O:15][CH3:16])=[O:14])=[CH:17][CH:18]=1)=[O:6] |f:5.6|. Procedure details: Methyl 4-(azidoacetyl)phenoxyacetate (2.49g.) was added to a stirred solution of triphenylphosphine (2.62g.) in tetrahydrofuran (20ml.) maintained at 40° C. The solution gradually became orange during the addition of the azido compound and was further stirred at 40° C. for 15 minutes after the addition was complete. 1N-Hydrochloric acid (20ml.) was then added and the mixture stirred at 40° C. for 15 minutes. The mixture was cooled to room temperature and then ether (200ml.) was added. The ethere... As a reaction SMILES: C1(P(C2C=CC=CC=2)C2C=CC=CC=2)C=CC=CC=1.BrN1C(=O)CCC1=O.[CH3:28][S:29]([C:32]1[CH:37]=[CH:36][C:35](/[C:38](=[CH:42]\[CH2:43][CH3:44])/[C:39]([OH:41])=O)=[CH:34][CH:33]=1)(=[O:31])=[O:30].[NH2:45][C:46]1[S:47][CH:48]=[CH:49][N:50]=1>C(Cl)Cl>[S:47]1[CH:48]=[CH:49][N:50]=[C:46]1[NH:45][C:39](=[O:41])/[C:38](/[C:35]1[CH:34]=[CH:33][C:32]([S:29]([CH3:28])(=[O:30])=[O:31])=[CH:37][CH:36]=1)=[CH:42]/[CH2:43][CH3:44]. The reactants are C1(=CC=CC=C1)P(C1=CC=CC=C1)C1=CC=CC=C1 (triphenylphosphine), CS(=O)(=O)C1=CC=C(C=C1)/C(/C(=O)O)=C\CC ((E)-2-(4-(methanesulfonyl)-phenyl)-pentenoic acid), NC=1SC=CN1 (2-aminothiazole), BrN1C(CCC1=O)=O (N-bromosuccinimide). Procedure details: A solution of triphenylphosphine (1.23 g, 4.7 mmol) in methylene chloride (15 mL) was cooled to 0° C. and then treated with N-bromosuccinimide (836 mg, 4.7 mmol). The reaction mixture was stirred at 0° C. for 30 min and then treated with a solution of (E)-2-(4-(methanesulfonyl)-phenyl)-pentenoic acid (703 mg, 2.76 mmol) in methylene chloride (5 mL). The clear solution was stirred for 10 min at 0° C. and then allowed to warm to 25° C. where it was stirred for 1.5 h. The reaction mixture was then ... The yield is 16.2%. Solvent: C(Cl)Cl (methylene chloride), C(Cl)Cl (methylene chloride). Run at temperature 0 celsius, time 30 minute. Product: hexanes ethyl acetate, S1C(=NC=C1)NC(\C(=C\CC)\C1=CC=C(C=C1)S(=O)(=O)C)=O ((E)-2-(4-methanesulfonyl-phenyl)-pent-2-enoic acid thiazol-2-ylamide). Yield: 53.9%. Procedure details: The reaction of the title compound of Example 20 (200 mg, 0.49 mmol) with methyl magnesium bromide (3 M in diethyl ether, 1 ml, 3 mmol) in tetrahydrofuran (4 ml) using the method described in Example 22 provided the title compound (62 mg, 32% yield). 1H NMR (DMSO-d6) 10.37 (s, 1H), 7.85 (s, 1H), 7.71 (m, 2H), 7.47-7.54 (m, 3H), 7.38 (m, 1H), 2.53 (s, 3H), 2.50 (s, 3H). Yields the product ClC=1C=CC(=C(C1)C1=NC(=NC(=N1)C)N)C (4-(5-chloro-2-methyl-phenyl)-6-methyl-[1,3,5]triazin-2-yl-amine). Reactants: BrC1=CC=C(C=C1)NC1=NC(=NC(=N1)Cl)C1=C(C=CC(=C1)Cl)C ((4-Bromo-phenyl)-[4-chloro-6-(5-chloro-2-methyl-phenyl)-[1,3,5]triazin-2-yl]-amine), C[Mg]Br (methyl magnesium bromide). As a reaction SMILES: BrC1C=CC([NH:8][C:9]2[N:14]=[C:13](Cl)[N:12]=[C:11]([C:16]3[CH:21]=[C:20]([Cl:22])[CH:19]=[CH:18][C:17]=3[CH3:23])[N:10]=2)=CC=1.[CH3:24][Mg]Br>O1CCCC1>[Cl:22][C:20]1[CH:19]=[CH:18][C:17]([CH3:23])=[C:16]([C:11]2[N:12]=[C:13]([CH3:24])[N:14]=[C:9]([NH2:8])[N:10]=2)[CH:21]=1. The solvent is O1CCCC1 (tetrahydrofuran). The reactants are CN1CCOCC1, COCC(=O)O, CN=C=O, CN(C)C=O, Cc1cc(OCc2ccc(F)cc2F)c(Br)c(=O)n1Cc1cccc(CN)c1, N=C=N, C1CCOC1, On1nnc2ccccc21. The product is COCC(=O)NCc1cccc(Cn2c(C)cc(OCc3ccc(F)cc3F)c(Br)c2=O)c1. RXN SMILES: [CH3:17][N:18]1[CH2:19][CH2:20][O:21][CH2:22][CH2:23]1.[CH3:1][O:2][CH2:3][C:4](=[O:5])[OH:6].[CH3:55][N:56]=[C:57]=[O:58].[CH3:59][N:60]([CH3:61])[CH:62]=[O:63].[NH2:27][CH2:28][c:29]1[cH:30][c:31]([CH2:32][n:33]2[c:34](=[O:51])[c:35]([Br:50])[c:36]([O:40][CH2:41][c:42]3[c:43]([F:49])[cH:44][c:45]([F:48])[cH:46][cH:47]3)[cH:37][c:38]2[CH3:39])[cH:52][cH:53][cH:54]1.[NH:24]=[C:25]=[NH:26].[O:64]1[CH2:65][CH2:66][CH2:67][CH2:68]1.[OH:7][n:8]1[c:9]2[cH:10][cH:11][cH:12][cH:13][c:14]2[n:15][n:16]1>>[CH3:1][O:2][CH2:3][C:4](=[O:6])[NH:27][CH2:28][c:29]1[cH:30][c:31]([CH2:32][n:33]2[c:34](=[O:51])[c:35]([Br:50])[c:36]([O:40][CH2:41][c:42]3[c:43]([F:49])[cH:44][c:45]([F:48])[cH:46][cH:47]3)[cH:37][c:38]2[CH3:39])[cH:52][cH:53][cH:54]1. Starting materials: FC1=C2CC/C(/C2=CC(=C1)F)=C\C(=O)O ((E)-2-(4,6difluoro-1-indanylidene)acetic acid), FC1=C2CCC(C2=CC(=C1)F)(O)CC(=O)O (2-(4,6-difluoro-1-hydroxy-1-indanyl)acetic acid). Yields the product FC=1C=C2CC/C(/C2=CC1)=C\C(=O)O ((E)-2-(5-fluoro-1-indanylidene)acetic acid). The yield is 68.0%. RXN SMILES: F[C:2]1[CH:10]=[C:9](F)[CH:8]=[C:7]2[C:3]=1[CH2:4][CH2:5]/[C:6]/2=[CH:12]\[C:13]([OH:15])=[O:14].[F:16]C1C=C(F)C=C2C=1CCC2(CC(O)=O)O>>[F:16][C:10]1[CH:2]=[C:3]2[C:7](=[CH:8][CH:9]=1)/[C:6](=[CH:12]/[C:13]([OH:15])=[O:14])/[CH2:5][CH2:4]2. Procedure details: This compound was prepared in an analogous manner to (E)-2-(4,6difluoro-1-indanylidene)acetic acid in Example 5e by substituting 2-(5-fluoro-1-hydroxy-1-indanyl)acetic acid(14.70 g, 0.069 mol) for 2-(4,6-difluoro-1-hydroxy-1-indanyl)acetic acid. Recrystallization from acetonitrile: 2-propanol mixtures gave 9.05 g (68%) of (E)-2-(5-fluoro-1-indanylidene)acetic acid as a white solid: m.p., 240°-242° C.; Product: BrCCc1ccccn1. Starting materials: BrC(Br)(Br)Br, CCOCC, C1CCOC1, c1ccc(P(c2ccccc2)c2ccccc2)cc1, OCCc1ccccn1. Reaction SMILES: [C:29]([Br:30])([Br:31])([Br:32])[Br:33].[CH3:34][CH2:35][O:36][CH2:37][CH3:38].[O:39]1[CH2:40][CH2:41][CH2:42][CH2:43]1.[c:10]1([P:11]([c:12]2[cH:13][cH:14][cH:15][cH:16][cH:17]2)[c:18]2[cH:19][cH:20][cH:21][cH:22][cH:23]2)[cH:24][cH:25][cH:26][cH:27][cH:28]1.[n:1]1[c:2]([CH2:7][CH2:8][OH:9])[cH:3][cH:4][cH:5][cH:6]1>>[n:1]1[c:2]([CH2:7][CH2:8][Br:30])[cH:3][cH:4][cH:5][cH:6]1. Reactants: CC=1C=C(OC(C(=O)O)CC)C=CC1 ((2RS)-2-(3-methylphenoxy)butyric acid), [Si](C)(C)(C(C)(C)C)O[C@@H]1C=C2C=C[C@@H]([C@@H]([C@H]2[C@H](C1)O)CC[C@@H]1C[C@H](CC(O1)=O)O[Si](C)(C)C(C)(C)C)C ((4R,6R)-6-{(1S,2S,6S,8S,8aR)-2-[1,2,6,7,8,8a-hexahydro-6-t-butyldimethylsilyloxy-8-hydroxy-2-methyl-1-naphthyl]ethyl}tetrahydro-4-t-butyldimethylsilyloxy-2H-pyran-2-one). Product: [Si](C)(C)(C(C)(C)C)O[C@@H]1C=C2C=C[C@@H]([C@@H]([C@H]2[C@H](C1)OC(C(CC)OC1=CC(=CC=C1)C)=O)CC[C@@H]1C[C@H](CC(O1)=O)O[Si](C)(C)C(C)(C)C)C ((4R,6R)-6-([1S,2S,6S,8S,8aR]-2-{1,2,6,7,8,8a-Hexahydro-6-t-butyldimethylsilyloxy-8-[(2RS)-2-(3-methylphenoxy)butyryloxy]-2-methyl-1-naphthyl}ethyl)tetrahydro-4-t-butyldimethylsilyloxy-2H-pyran-2-one). The yield is 98.5%. RXN SMILES: [CH3:1][C:2]1[CH:3]=[C:4]([CH:12]=[CH:13][CH:14]=1)[O:5][CH:6]([CH2:10][CH3:11])[C:7]([OH:9])=[O:8].[Si:15]([O:22][C@H:23]1[CH2:32][C@H:31](O)[C@H:30]2[C:25]([CH:26]=[CH:27][C@H:28]([CH3:51])[C@@H:29]2[CH2:34][CH2:35][C@H:36]2[O:41][C:40](=[O:42])[CH2:39][C@H:38]([O:43][Si:44]([C:47]([CH3:50])([CH3:49])[CH3:48])([CH3:46])[CH3:45])[CH2:37]2)=[CH:24]1)([C:18]([CH3:21])([CH3:20])[CH3:19])([CH3:17])[CH3:16]>>[Si:15]([O:22][C@H:23]1[CH2:32][C@H:31]([O:8][C:7](=[O:9])[CH:6]([O:5][C:4]2[CH:12]=[CH:13][CH:14]=[C:2]([CH3:1])[CH:3]=2)[CH2:10][CH3:11])[C@H:30]2[C:25]([CH:26]=[CH:27][C@H:28]([CH3:51])[C@@H:29]2[CH2:34][CH2:35][C@H:36]2[O:41][C:40](=[O:42])[CH2:39][C@H:38]([O:43][Si:44]([C:47]([CH3:50])([CH3:49])[CH3:48])([CH3:45])[CH3:46])[CH2:37]2)=[CH:24]1)([C:18]([CH3:19])([CH3:20])[CH3:21])([CH3:17])[CH3:16]. Reported procedure: A procedure similar to that described in Example 1, above, was followed, but using 0.71 g of (2RS)-2-(3-methylphenoxy)butyric acid and 1.0 g of (4R,6R)-6-{(1S,2S,6S,8S,8aR)-2-[1,2,6,7,8,8a-hexahydro-6-t-butyldimethylsilyloxy-8-hydroxy-2-methyl-1-naphthyl]ethyl}tetrahydro-4-t-butyldimethylsilyloxy-2H-pyran-2-one [prepared as described in Example B, above], to give 1.30 g of the title compound as a colorless foam. Starting materials: C(=O)C1=C(CP(OCC)(OCC)=O)C=CC=C1 (diethyl 2-formylbenzylphosphonate), C[C@@H]([C@@H](C1=CC=CC=C1)O)NC ((-)-ephedrine), O (water). The solvent is C1=CC=CC=C1 (benzene). Reaction conditions: time 24 hour. Product: CN1C(OC(C1C)C1=CC=CC=C1)C1=C(CP(OCC)(OCC)=O)C=CC=C1 (Diethyl 2-(3,4-dimethyl-5-phenyloxazolidin-2-yl)benzylphosphonate). RXN SMILES: [CH:1]([C:3]1[CH:17]=[CH:16][CH:15]=[CH:14][C:4]=1[CH2:5][P:6](=[O:13])([O:10][CH2:11][CH3:12])[O:7][CH2:8][CH3:9])=[O:2].[CH3:18][C@H:19]([NH:28][CH3:29])[C@H:20](O)[C:21]1[CH:26]=[CH:25][CH:24]=[CH:23][CH:22]=1.O>C1C=CC=CC=1>[CH3:29][N:28]1[CH:19]([CH3:18])[CH:20]([C:21]2[CH:26]=[CH:25][CH:24]=[CH:23][CH:22]=2)[O:2][CH:1]1[C:3]1[CH:17]=[CH:16][CH:15]=[CH:14][C:4]=1[CH2:5][P:6](=[O:13])([O:10][CH2:11][CH3:12])[O:7][CH2:8][CH3:9]. Procedure: 2.0 g (8 mmol) of the compound A and 1.32 g (8 mmol) of (-)-ephedrine were dissolved in 100 ml of benzene and heated under reflux in a water separator for 24 h. The solvent was then removed by rotary evaporation and the residue was chromatographed on silica gel (eluent CH2Cl2 /ethanol 9.5/0.5; Rf=0.55). The product F was obtained as an oil. The reactants are C(C)(C)(C)C1=CC=C(C=C1)C1=NC=NC(=C1)Cl (4-(4-tert-butyl-phenyl)-6-chloro-pyrimidine), OC=1C=C2C=CNC2=CC1 (5-hydroxyindole), [OH-].[Na+] (NaOH). Run in O1CCOCC1 (1,4-dioxane). Product: C(C)(C)(C)C1=CC=C(C=C1)C1=CC(=NC=N1)OC=1C=C2C=CNC2=CC1 (5-[6-(4-tert-Butyl-phenyl)-pyrimidin-4-yloxy]-1H-indole). As a reaction SMILES: [C:1]([C:5]1[CH:10]=[CH:9][C:8]([C:11]2[CH:16]=[C:15](Cl)[N:14]=[CH:13][N:12]=2)=[CH:7][CH:6]=1)([CH3:4])([CH3:3])[CH3:2].[OH:18][C:19]1[CH:20]=[C:21]2[C:25](=[CH:26][CH:27]=1)[NH:24][CH:23]=[CH:22]2.[OH-].[Na+]>O1CCOCC1>[C:1]([C:5]1[CH:10]=[CH:9][C:8]([C:11]2[N:12]=[CH:13][N:14]=[C:15]([O:18][C:19]3[CH:20]=[C:21]4[C:25](=[CH:26][CH:27]=3)[NH:24][CH:23]=[CH:22]4)[CH:16]=2)=[CH:7][CH:6]=1)([CH3:4])([CH3:3])[CH3:2] |f:2.3|. Procedure: To a 100-mL, round-bottomed flask containing 4-(4-tert-butyl-phenyl)-6-chloro-pyrimidine, (Example 1(a)), (0.156 g, 0.61 mmol) and 5-hydroxyindole (0.24 g, 1.8 mmol, Aldrich) in 1,4-dioxane (12 mL), was added NaOH (8.0 mL, 8.0 mmol, 1.0 N). The mixture was heated at reflux for 4 h, and after coolin to room temperature, the solvent was removed in vacuum. EtOAc (15 mL) was added to the residue, and the organic layer was washed with 1 N NaOH (10 mL), water (10 mL), dried over Na2SO4, filtered , and...